From a dataset of the Open Reaction Database (ORD), a public repository of structured organic reaction records. describe an organic reaction: reactants, conditions, products, and yield Product: COCCN1CCN(c2ccc(N3CCC(OC)CC3)cc2C2=CCC3(CCCCC3)CC2)CC1. Starting materials: O=C([O-])[O-], COC1CCN(c2ccc(N3CCNCC3)c(C3=CCC4(CCCCC4)CC3)c2)CC1, COCCBr, CC#N, CCOC(C)=O, [K+], [K+]. RXN SMILES: [C:37](=[O:38])([O-:39])[O-:40].[CH3:1][O:2][CH:3]1[CH2:4][CH2:5][N:6]([c:9]2[cH:10][c:11]([C:21]3=[CH:22][CH2:23][C:24]4([CH2:25][CH2:26]3)[CH2:27][CH2:28][CH2:29][CH2:30][CH2:31]4)[c:12]([N:15]3[CH2:16][CH2:17][NH:18][CH2:19][CH2:20]3)[cH:13][cH:14]2)[CH2:7][CH2:8]1.[CH3:32][O:33][CH2:34][CH2:35][Br:36].[CH3:43][C:44]#[N:45].[CH3:46][CH2:47][O:48][C:49](=[O:50])[CH3:51].[K+:41].[K+:42]>>[CH3:1][O:2][CH:3]1[CH2:4][CH2:5][N:6]([c:9]2[cH:10][c:11]([C:21]3=[CH:22][CH2:23][C:24]4([CH2:25][CH2:26]3)[CH2:27][CH2:28][CH2:29][CH2:30][CH2:31]4)[c:12]([N:15]3[CH2:16][CH2:17][N:18]([CH2:35][CH2:34][O:33][CH3:32])[CH2:19][CH2:20]3)[cH:13][cH:14]2)[CH2:7][CH2:8]1. Starting materials: C(C)(C)(C)C=1OC=C(N1)CP(OCC)(OCC)=O (diethyl [(2-tert-butyl-1,3-oxazol-4-yl)methyl]phosphonate), [H-].[Na+] (sodium hydride), O (Water), COCOC1=NN(C=C1C=O)C1=CC=CC=C1 (3-(Methoxymethoxy)-1-phenyl-1H-pyrazole-4-carbaldehyde). The solvent is O1CCCC1 (tetrahydrofuran). Run at time 30 minute. Product: C(C)(C)(C)C=1OC=C(N1)\C=C/C=1C(=NN(C1)C1=CC=CC=C1)OCOC (2-tert-butyl-4-{(Z)-2-[3-(methoxymethoxy)-1-phenyl-1H-pyrazol-4-yl]ethenyl}-1,3-oxazole). The yield is 0.7%. RXN SMILES: [C:1]([C:5]1[O:6][CH:7]=[C:8]([CH2:10]P(=O)(OCC)OCC)[N:9]=1)([CH3:4])([CH3:3])[CH3:2].[H-].[Na+].[CH3:21][O:22][CH2:23][O:24][C:25]1[C:29]([CH:30]=O)=[CH:28][N:27]([C:32]2[CH:37]=[CH:36][CH:35]=[CH:34][CH:33]=2)[N:26]=1.O>O1CCCC1>[C:1]([C:5]1[O:6][CH:7]=[C:8](/[CH:10]=[CH:30]\[C:29]2[C:25]([O:24][CH2:23][O:22][CH3:21])=[N:26][N:27]([C:32]3[CH:37]=[CH:36][CH:35]=[CH:34][CH:33]=3)[CH:28]=2)[N:9]=1)([CH3:2])([CH3:3])[CH3:4] |f:1.2|. Procedure: To a solution of diethyl [(2-tert-butyl-1,3-oxazol-4-yl)methyl]phosphonate (2.32 g) in tetrahydrofuran (30 mL) was added sodium hydride (60% in oil, 0.48 g) at room temperature, and the mixture was stirred for 30 min. 3-(Methoxymethoxy)-1-phenyl-1H-pyrazole-4-carbaldehyde (3.30 g) was added to the reaction mixture, and the mixture was heated under reflux for 1.5 hrs. Water was poured into the reaction mixture, and the mixture was extracted with ethyl acetate. The ethyl acetate layer was washed w... Reactants: ClCCCl, CCCN(CCC)C(=O)c1cccc(C(=O)O)c1, COC(=O)C(N)CC(C)C, CN1CCOCC1, Cl, CN(C)C=O, On1nnc2ccccc21. Product: CCCN(CCC)C(=O)c1cccc(C(=O)NC(CC(C)C)C(=O)OC)c1. Reaction SMILES: [CH2:19]([Cl:20])[CH2:21][Cl:22].[CH2:1]([CH2:2][CH3:3])[N:4]([C:5](=[O:6])[c:7]1[cH:8][c:9]([C:10](=[O:11])[OH:12])[cH:13][cH:14][cH:15]1)[CH2:16][CH2:17][CH3:18].[CH3:34][O:35][C:36]([CH:37]([NH2:38])[CH2:39][CH:40]([CH3:41])[CH3:42])=[O:43].[CH3:44][N:45]1[CH2:46][CH2:47][O:48][CH2:49][CH2:50]1.[ClH:33].[O:51]=[CH:52][N:53]([CH3:54])[CH3:55].[OH:23][n:24]1[c:25]2[c:26]([cH:27][cH:28][cH:29][cH:30]2)[n:31][n:32]1>>[CH2:1]([CH2:2][CH3:3])[N:4]([C:5](=[O:6])[c:7]1[cH:8][c:9]([C:10](=[O:12])[NH:38][CH:37]([C:36]([O:35][CH3:34])=[O:43])[CH2:39][CH:40]([CH3:41])[CH3:42])[cH:13][cH:14][cH:15]1)[CH2:16][CH2:17][CH3:18].